From a dataset of the Open Reaction Database (ORD), a public repository of structured organic reaction records. describe an organic reaction: reactants, conditions, products, and yield The reactants are Cc1cc(N=C=S)c(C)c2c(C#N)ccnc12, Cc1ccccc1, NCCN. The product is Cc1cc(NC(=S)NCCN)c(C)c2c(C#N)ccnc12. Reaction SMILES: [C:5](#[N:6])[c:7]1[cH:8][cH:9][n:10][c:11]2[c:12]([CH3:21])[cH:13][c:14]([N:18]=[C:19]=[S:20])[c:15]([CH3:17])[c:16]12.[CH3:22][c:23]1[cH:24][cH:25][cH:26][cH:27][cH:28]1.[NH2:1][CH2:2][CH2:3][NH2:4]>>[NH2:1][CH2:2][CH2:3][NH:4][C:19]([NH:18][c:14]1[cH:13][c:12]([CH3:21])[c:11]2[n:10][cH:9][cH:8][c:7]([C:5]#[N:6])[c:16]2[c:15]1[CH3:17])=[S:20]. Starting materials: FC1=CC=C(C=C1)C1=CCC2(OCCO2)CC1 (8-(4-fluorophenyl)-1,4-dioxaspiro[4,5]dec-7-ene). Reagents/catalysts: [Pt]=O (platinum oxide). The solvent is C(C)O (ethanol). Product: FC1=CC=C(C=C1)C1CCC2(OCCO2)CC1 (8-(4-Fluorophenyl)-1,4-dioxaspiro[4.5]decane). The yield is 100.0%. Reaction SMILES: [F:1][C:2]1[CH:7]=[CH:6][C:5]([C:8]2[CH2:17][CH2:16][C:11]3([O:15][CH2:14][CH2:13][O:12]3)[CH2:10][CH:9]=2)=[CH:4][CH:3]=1>C(O)C.[Pt]=O>[F:1][C:2]1[CH:7]=[CH:6][C:5]([CH:8]2[CH2:17][CH2:16][C:11]3([O:12][CH2:13][CH2:14][O:15]3)[CH2:10][CH2:9]2)=[CH:4][CH:3]=1. Procedure details: A mixture of 8-(4-fluorophenyl)-1,4-dioxaspiro[4,5]dec-7-ene (36.7 mmole) and platinum oxide (0.15 g) was hydrogenated in ethanol for 1.5 hr. The catalyst was removed by filtration and the ethanol removed in vacuo to give the product (100%, mp: 51°-53° C.). Calc'd for C14H17FO2 : C, 71.17%; H, 7.26%. Found: C, 71.16%; H, 7.35%. The reactants are ClC1=NC=C(C#N)C=C1 (6-chloronicotinonitrile), C(C)(C)N(C(C)C)CC (N,N-diisopropylethylamine), C(=O)([O-])[O-].[Na+].[Na+] (Na2CO3), C(C)N1CCNCC1 (N-ethylpiperazine). Run in O (water), CN(C)C=O (DMF). Conditions: temperature 80 celsius, time 1 hour. Product: C(C)N1CCN(CC1)C1=NC=C(C#N)C=C1 (6-(4-Ethyl-piperazin-1-yl)-nicotinonitrile). Yield: 46.2%. As a reaction SMILES: Cl[C:2]1[CH:9]=[CH:8][C:5]([C:6]#[N:7])=[CH:4][N:3]=1.C(N(CC)C(C)C)(C)C.[CH2:19]([N:21]1[CH2:26][CH2:25][NH:24][CH2:23][CH2:22]1)[CH3:20].C([O-])([O-])=O.[Na+].[Na+]>O.CN(C=O)C>[CH2:19]([N:21]1[CH2:26][CH2:25][N:24]([C:2]2[CH:9]=[CH:8][C:5]([C:6]#[N:7])=[CH:4][N:3]=2)[CH2:23][CH2:22]1)[CH3:20] |f:3.4.5|. Procedure: A mixture of 2 g (14 mmol) 6-chloronicotinonitrile (commercially available) and 0.88 g (7 mmol) N,N-diisopropylethylamine in 20 ml water and 4 ml DMF was heated to 80° C. During 2 min 1.98 g (17 mmol) N-ethylpiperazine was added and stirred at 80° C. for 1 h. 100 ml 1M aq. Na2CO3 solution was added and the mixture was extracted three times with 100 ml ethyl acetate each. The combined organic phases were washed twice with 100 ml brine each and dried with MgSO4. After evaporation the residue was p... Starting materials: 3-(2-methoxyethoxy quinolin-6-yl)ethanol, C[Mg]Br (methylmagnesium bromide), COCCOC=1C=NC2=CC=C(C=C2C1)C=O (3-(2-methoxyethoxy)quinoline-6-carbaldehyde), C1CCOC1 (THF). Run at temperature -78 celsius, time 1 hour. The product is COCCOC=1C=NC2=CC=C(C=C2C1)C(C)O (1-(3-(2-methoxyethoxy)quinolin-6-yl)ethanol). Reaction SMILES: [CH3:1][O:2][CH2:3][CH2:4][O:5][C:6]1[CH:7]=[N:8][C:9]2[C:14]([CH:15]=1)=[CH:13][C:12]([CH:16]=[O:17])=[CH:11][CH:10]=2.[CH2:18]1COCC1.C[Mg]Br>>[CH3:1][O:2][CH2:3][CH2:4][O:5][C:6]1[CH:7]=[N:8][C:9]2[C:14]([CH:15]=1)=[CH:13][C:12]([CH:16]([OH:17])[CH3:18])=[CH:11][CH:10]=2. Procedure details: 1-(3-(2-methoxyethoxy quinolin-6-yl)ethanol. 3-(2-methoxyethoxy)quinoline-6-carbaldehyde (1.7 g, 7.4 mmol) was dissolved in THF (29 mL, 7.4 mmol) and cooled to −78° C. To the solution was added methylmagnesium bromide (7.4 mL, 22 mmol), and the reaction was allowed to warm to RT. After 1 h, the reaction was quenched with sat. aq ammonium chloride. The material was extracted with DCM (×3) and the combined organics were dried over sodium sulfate, filtered and concentrated in vacuo. The crude mater... The reactants are C(C1=CC=CC=C1)(=O)Cl (benzoyl chloride), COC1=CC=C(C=C1)C=C1OC2=C(C1=O)C=CC(=C2)O (2-[(4-methoxyphenyl)methylene]-6-hydroxy-3(2H)-benzofuranone), C(C)(=O)OCC (ethyl acetate). Run in N1=CC=CC=C1 (pyridine). The product is COC1=CC=C(C=C1)C=C1OC2=C(C1=O)C=CC(=C2)OC(C2=CC=CC=C2)=O ((4-methoxyphenyl methylene]-6-benzoyloxy-3(2H)-benzofuranone). RXN SMILES: [CH3:1][O:2][C:3]1[CH:8]=[CH:7][C:6]([CH:9]=[C:10]2[C:14](=[O:15])[C:13]3[CH:16]=[CH:17][C:18]([OH:20])=[CH:19][C:12]=3[O:11]2)=[CH:5][CH:4]=1.[C:21](Cl)(=[O:28])[C:22]1[CH:27]=[CH:26][CH:25]=[CH:24][CH:23]=1.C(OCC)(=O)C>N1C=CC=CC=1>[CH3:1][O:2][C:3]1[CH:8]=[CH:7][C:6]([CH:9]=[C:10]2[C:14](=[O:15])[C:13]3[CH:16]=[CH:17][C:18]([O:20][C:21](=[O:28])[C:22]4[CH:27]=[CH:26][CH:25]=[CH:24][CH:23]=4)=[CH:19][C:12]=3[O:11]2)=[CH:5][CH:4]=1. Procedure details: After 2-[(4-methoxyphenyl)methylene]-6-hydroxy-3(2H)-benzofuranone 0.5 g was dissolved in pyridine 5 ml, benzoyl chloride 0.282 ml was added, and the mixture was refluxed for 1.5 hours. The reaction mixture was cooled to room temperature, ethyl acetate 50 ml was added, and the mixture was washed with 2N-hydrochloric acid 50 ml and with saturated sodium bicarbonate solution 50 ml. The ethyl acetate solution was dehydrated with anhydrous magnesium sulfate and concentrated under reduced pressure. T... Starting materials: [Al+3], COc1ccc2ccccc2c1Br, CCOC(=O)C(C)=O, [Cl-], [Cl-], [Cl-], ClCCl. Yields the product CCOC(=O)C(C)(O)c1ccc2c(Br)c(OC)ccc2c1. RXN SMILES: [Al+3:23].[Br:9][c:10]1[c:11]([O:20][CH3:21])[cH:12][cH:13][c:14]2[cH:15][cH:16][cH:17][cH:18][c:19]12.[C:1]([C:2](=[O:3])[CH3:4])(=[O:5])[O:6][CH2:7][CH3:8].[Cl-:22].[Cl-:24].[Cl-:25].[Cl:26][CH2:27][Cl:28]>>[C:1]([C:2]([OH:3])([CH3:4])[c:16]1[cH:15][c:14]2[cH:13][cH:12][c:11]([O:20][CH3:21])[c:10]([Br:9])[c:19]2[cH:18][cH:17]1)(=[O:5])[O:6][CH2:7][CH3:8].